describe an organic reaction: reactants, conditions, products, and yield From a dataset of the Open Reaction Database (ORD), a public repository of structured organic reaction records. The reactants are FC1=C(C=CC(=C1)F)C1=NC=C(C=C1C)[N+](=O)[O-] (2-(2,4-difluorophenyl)-3-methyl-5-nitropyridine). Reagents/catalysts: [Ni] (Raney Nickel). Run in CO (methanol). The product is FC1=C(C=CC(=C1)F)C1=C(C=C(C=N1)N)C (6-(2,4-difluorophenyl)-5-methylpyridin-3-amine). Isolated yield 96.9%. Reaction SMILES: [F:1][C:2]1[CH:7]=[C:6]([F:8])[CH:5]=[CH:4][C:3]=1[C:9]1[C:14]([CH3:15])=[CH:13][C:12]([N+:16]([O-])=O)=[CH:11][N:10]=1>CO.[Ni]>[F:1][C:2]1[CH:7]=[C:6]([F:8])[CH:5]=[CH:4][C:3]=1[C:9]1[N:10]=[CH:11][C:12]([NH2:16])=[CH:13][C:14]=1[CH3:15]. Procedure details: To a stirred solution of 2-(2,4-difluorophenyl)-3-methyl-5-nitropyridine (7.5 g, 30 mmol, 1 eq) in methanol (100 mL) in a 500 mL round bottom flask was added 7 g of Raney Nickel slurry. The flask was evacuated and charged with hydrogen 4 times. The mixture was stirred under H2. After 5 h the reaction flask was purged with nitrogen. The mixture was filtered and the methanol was removed under reduced pressure giving 6.4 g 6-(2,4-difluorophenyl)-5-methylpyridin-3-amine. Starting materials: CS(=O)(=O)Nc1cc2oc(Br)c(NC=O)c(=O)c2cc1Oc1ccccc1, [C-]#N, CN(C)C=O, Cl, O. Product: CS(=O)(=O)Nc1cc2oc(C#N)c(NC=O)c(=O)c2cc1Oc1ccccc1. As a reaction SMILES: [Br:1][c:2]1[o:3][c:4]2[c:5]([c:6](=[O:11])[c:7]1[NH:8][CH:9]=[O:10])[cH:12][c:13]([O:21][c:22]1[cH:23][cH:24][cH:25][cH:26][cH:27]1)[c:14]([NH:16][S:17](=[O:18])(=[O:19])[CH3:20])[cH:15]2.[C-:28]#[N:29].[CH3:32][N:33]([CH3:34])[CH:35]=[O:36].[ClH:31].[OH2:30]>>[c:2]1([C:28]#[N:29])[o:3][c:4]2[c:5]([c:6](=[O:11])[c:7]1[NH:8][CH:9]=[O:10])[cH:12][c:13]([O:21][c:22]1[cH:23][cH:24][cH:25][cH:26][cH:27]1)[c:14]([NH:16][S:17](=[O:18])(=[O:19])[CH3:20])[cH:15]2.